This data is from the Open Reaction Database (ORD), a public repository of structured organic reaction records. The task is: describe an organic reaction: reactants, conditions, products, and yield The reactants are O=Cc1ccc(Cl)cc1, FC(F)(F)c1nnc2ccc(N3CCNCC3)cn12. As a reaction SMILES: [Cl:20][c:21]1[cH:22][cH:23][c:24]([CH:25]=[O:26])[cH:27][cH:28]1.[N:1]1([c:7]2[cH:8][cH:9][c:10]3[n:11]([cH:12]2)[c:13]([C:16]([F:17])([F:18])[F:19])[n:14][n:15]3)[CH2:2][CH2:3][NH:4][CH2:5][CH2:6]1>>[N:1]1([c:7]2[cH:8][cH:9][c:10]3[n:11]([cH:12]2)[c:13]([C:16]([F:17])([F:18])[F:19])[n:14][n:15]3)[CH2:2][CH2:3][N:4]([CH2:25][c:24]2[cH:23][cH:22][c:21]([Cl:20])[cH:28][cH:27]2)[CH2:5][CH2:6]1. The product is FC(F)(F)c1nnc2ccc(N3CCN(Cc4ccc(Cl)cc4)CC3)cn12.